From a dataset of the Open Reaction Database (ORD), a public repository of structured organic reaction records. describe an organic reaction: reactants, conditions, products, and yield The reactants are CCOC(=O)C(=O)OCC, CC(=O)c1ccccc1OCc1ccccc1, C1CCOC1, [H-], [Na+]. Yields the product CCOC(=O)C(=O)CC(=O)c1ccccc1OCc1ccccc1. Reaction SMILES: [C:3]([C:4]([O:6][CH2:5][CH3:7])=[O:8])(=[O:9])[O:10][CH2:11][CH3:12].[CH2:13]([c:14]1[cH:15][cH:16][cH:17][cH:18][cH:19]1)[O:20][c:21]1[c:22]([C:27]([CH3:28])=[O:29])[cH:23][cH:24][cH:25][cH:26]1.[CH2:30]1[O:31][CH2:32][CH2:33][CH2:34]1.[H-:2].[Na+:1]>>[C:3]([C:4](=[O:6])[CH2:28][C:27]([c:22]1[c:21]([O:20][CH2:13][c:14]2[cH:15][cH:16][cH:17][cH:18][cH:19]2)[cH:26][cH:25][cH:24][cH:23]1)=[O:29])(=[O:9])[O:10][CH2:11][CH3:12].